This data is from the Open Reaction Database (ORD), a public repository of structured organic reaction records. The task is: describe an organic reaction: reactants, conditions, products, and yield The reactants are COCCCN1CCOC2=C1C=C(C=C2)COC2CN(CCC2C2=CC=C(C=C2)OS(=O)(=O)C(F)(F)F)C(=O)OCC2=CC=CC=C2 (benzyl 3-[4-(3-methoxypropyl)-3,4-dihydro-2H-benzo[1,4]oxazin-6-ylmethoxy]-4-(4-trifluoromethanesulphonyloxyphenyl)piperidine-1-carboxylate), FC1=C(OCCCN)C=C(C=C1)F (3-(2,5-difluorophenoxy)propylamine), C(O)([O-])=O.[Na+] (sodium hydrogencarbonate). The reagents and catalysts are Cl[Pd-]([C-]1C(=CC=C1)CN(C)C)P(C1C2CCC(C1)C2)C2C1CCC(C2)C1.[CH-]1C=CC=C1.[Fe+2] (chloro(di-2-norbornylphosphino)(2-dimethylaminomethylferrocen-1-yl)palladium(II)). Run in O1CCOCC1 (dioxane). Run at temperature 100 celsius, time 18 hour. Product: FC1=C(OCCCNC2=CC=C(C=C2)C2C(CN(CC2)C(=O)OCC2=CC=CC=C2)OCC=2C=CC3=C(N(CCO3)CCCOC)C2)C=C(C=C1)F (Benzyl 4-{4-[3-(2,5-difluorophenoxy)propylamino]phenyl}-3-[4-(3-methoxypropyl)-3,4-dihydro-2H-benzo[1,4]oxazin-6-ylmethoxy]piperidine-1-carboxylate), SiO2. As a reaction SMILES: [CH3:1][O:2][CH2:3][CH2:4][CH2:5][N:6]1[C:11]2[CH:12]=[C:13]([CH2:16][O:17][CH:18]3[CH:23]([C:24]4[CH:29]=[CH:28][C:27](OS(C(F)(F)F)(=O)=O)=[CH:26][CH:25]=4)[CH2:22][CH2:21][N:20]([C:38]([O:40][CH2:41][C:42]4[CH:47]=[CH:46][CH:45]=[CH:44][CH:43]=4)=[O:39])[CH2:19]3)[CH:14]=[CH:15][C:10]=2[O:9][CH2:8][CH2:7]1.[F:48][C:49]1[CH:59]=[CH:58][C:57]([F:60])=[CH:56][C:50]=1[O:51][CH2:52][CH2:53][CH2:54][NH2:55].C(=O)([O-])O.[Na+]>O1CCOCC1.Cl[Pd-](P(C1CC2CC1CC2)C1CC2CC1CC2)[C-]1C=CC=C1CN(C)C.[CH-]1C=CC=C1.[Fe+2]>[F:48][C:49]1[CH:59]=[CH:58][C:57]([F:60])=[CH:56][C:50]=1[O:51][CH2:52][CH2:53][CH2:54][NH:55][C:27]1[CH:28]=[CH:29][C:24]([CH:23]2[CH2:22][CH2:21][N:20]([C:38]([O:40][CH2:41][C:42]3[CH:43]=[CH:44][CH:45]=[CH:46][CH:47]=3)=[O:39])[CH2:19][CH:18]2[O:17][CH2:16][C:13]2[CH:14]=[CH:15][C:10]3[O:9][CH2:8][CH2:7][N:6]([CH2:5][CH2:4][CH2:3][O:2][CH3:1])[C:11]=3[CH:12]=2)=[CH:25][CH:26]=1 |f:2.3,5.6.7|. Reported procedure: A baked-out Schlenk flask is initially charged with 0.350 g of chloro(di-2-norbornylphosphino)(2-dimethylaminomethylferrocen-1-yl)palladium(II). Under argon, a solution of 0.520 g of benzyl 3-[4-(3-methoxypropyl)-3,4-dihydro-2H-benzo[1,4]oxazin-6-ylmethoxy]-4-(4-trifluoromethanesulphonyloxyphenyl)piperidine-1-carboxylate (Example 265b) and 0.172 g of 3-(2,5-difluorophenoxy)propylamine in 5.3 ml of dried dioxane is added. The reaction mixture is stirred at room temperature over 30 minutes and sub... The reactants are NC1CCN(CC1)C[C@@H]1CN2C(C=CC=3N=CC(N1C23)=O)=O ((2R)-2-[(4-amino-1-piperidinyl)methyl]-1,2-dihydro-3H,8H-2a,5,8a-triazaacenaphthylene-3,8-dione), C([O-])(O)=O.[Na+] (sodium bicarbonate), C(C)(=O)O[BH-](OC(C)=O)OC(C)=O.[Na+] (Sodium triacetoxyborohydride), O1CCC=2C1=CN=C(C2)C=O (2,3-dihydrofuro[2,3-c]pyridine-5-carbaldehyde), Example 43(f), C(Cl)(Cl)Cl (chloroform). Solvent: CO.C(Cl)Cl (methanol DCM), CO (methanol). Conditions: time 0.5 hour. Product: Cl.O1CCC=2C1=CN=C(C2)CNC2CCN(CC2)C[C@@H]2CN1C(C=CC=3N=CC(N2C13)=O)=O ((2R)-2-({4-[(2,3-Dihydrofuro[2,3-c]pyridin-5-ylmethyl)amino]-1-piperidinyl}methyl)-1,2-dihydro-3H,8H-2a,5,8a-triazaacenaphthylene-3,8-dione hydrochloride). Yield: 76.0%. As a reaction SMILES: [NH2:1][CH:2]1[CH2:7][CH2:6][N:5]([CH2:8][C@H:9]2[N:19]3[C:20]4[N:11]([C:12](=[O:22])[CH:13]=[CH:14][C:15]=4[N:16]=[CH:17][C:18]3=[O:21])[CH2:10]2)[CH2:4][CH2:3]1.[O:23]1[C:27]2=[CH:28][N:29]=[C:30]([CH:32]=O)[CH:31]=[C:26]2[CH2:25][CH2:24]1.C(O[BH-](OC(=O)C)OC(=O)C)(=O)C.[Na+].C(=O)(O)[O-].[Na+].C(Cl)(Cl)[Cl:54]>CO.CO.C(Cl)Cl>[ClH:54].[O:23]1[C:27]2=[CH:28][N:29]=[C:30]([CH2:32][NH:1][CH:2]3[CH2:7][CH2:6][N:5]([CH2:8][C@H:9]4[N:19]5[C:20]6[N:11]([C:12](=[O:22])[CH:13]=[CH:14][C:15]=6[N:16]=[CH:17][C:18]5=[O:21])[CH2:10]4)[CH2:4][CH2:3]3)[CH:31]=[C:26]2[CH2:25][CH2:24]1 |f:2.3,4.5,8.9,10.11|. Procedure: A suspension of (2R)-2-[(4-amino-1-piperidinyl)methyl]-1,2-dihydro-3H,8H-2a,5,8a-triazaacenaphthylene-3,8-dione (for a preparation see Example 16A(j)) (70 mg, 0.232 mmol) and 2,3-dihydrofuro[2,3-c]pyridine-5-carbaldehyde (for a synthesis see WO2007122258, Example 43(f) (34.6 mg, 0.232 mmol) in chloroform (5 ml) and methanol (0.250 ml) at room temperature under nitrogen was stirred for 0.5 h (the suspension turned into a solution). Sodium triacetoxyborohydride (155 mg, 0.697 mmol) was then added ... Starting materials: FC=1C=C(C=CC1)C1(CCN(CC1)C(=O)[C@H](C(C)C)N)CCN1[C@H]2CC(C[C@@H]1CC2)N2C(=NC1=C2C=CC=C1)C ({(1S)-1-[(4-(3-fluorophenyl)-4-{2-[(1R,5S)-3-(2-methyl-1H-benzimidazol-1-yl)-8-azabicyclo[3.2.1]oct-8-yl]ethyl}-1-piperidinyl) carbonyl]-2-methylpropyl}amine), ClCC(=O)Cl (Chloro-acetyl chloride), CCN(C(C)C)C(C)C (DIEA). The product is ClCC(=O)N[C@@H](C(C)C)C(=O)N1CCC(CC1)(CCN1[C@H]2CC(C[C@@H]1CC2)N2C(=NC1=C2C=CC=C1)C)C1=CC(=CC=C1)F (2-chloro-N{(1S)-1-[(4-(3-fluorophenyl)-4-{2-[(1R,5S)-3-(2-methyl-1H-benzimidazol-1-yl)-8-azabicyclo[3.2.1]oct-8-yl]ethyl}-1-piperidinyl)carbonyl]-2-methylpropyl}acetamide). Yield: 66.1%. RXN SMILES: [F:1][C:2]1[CH:3]=[C:4]([C:8]2([CH2:21][CH2:22][N:23]3[C@H:28]4[CH2:29][CH2:30][C@@H:24]3[CH2:25][CH:26]([N:31]3[C:35]5[CH:36]=[CH:37][CH:38]=[CH:39][C:34]=5[N:33]=[C:32]3[CH3:40])[CH2:27]4)[CH2:13][CH2:12][N:11]([C:14]([C@@H:16]([NH2:20])[CH:17]([CH3:19])[CH3:18])=[O:15])[CH2:10][CH2:9]2)[CH:5]=[CH:6][CH:7]=1.[Cl:41][CH2:42][C:43](Cl)=[O:44].CCN(C(C)C)C(C)C>>[Cl:41][CH2:42][C:43]([NH:20][C@H:16]([C:14]([N:11]1[CH2:12][CH2:13][C:8]([C:4]2[CH:5]=[CH:6][CH:7]=[C:2]([F:1])[CH:3]=2)([CH2:21][CH2:22][N:23]2[C@H:24]3[CH2:30][CH2:29][C@@H:28]2[CH2:27][CH:26]([N:31]2[C:35]4[CH:36]=[CH:37][CH:38]=[CH:39][C:34]=4[N:33]=[C:32]2[CH3:40])[CH2:25]3)[CH2:9][CH2:10]1)=[O:15])[CH:17]([CH3:18])[CH3:19])=[O:44]. Procedure: 2-chloro-N-{(1S)-1-[(4-(3-fluorophenyl)-4-{2-[(1R,5S)-3-(2-methyl-1H-benzimidazol-1-yl)-8-azabicyclo[3.2.1]oct-8-yl]ethyl}-1-piperidinyl)carbonyl]-2-methylpropyl}acetamide was obtained from treating 1,1-dimethylethyl {(1S)-1-[(4-(3-fluorophenyl)-4-{2-[(1R,5S)-3-(2-methyl-1H-benzimidazol-1-yl)-8-azabicyclo[3.2.1]oct-8-yl]ethyl}-1-piperidinyl) carbonyl]-2-methylpropyl}carbamate (0.614 g, 0.95 mmol) with HCl as outlined in the procedure for Example 890 to form {(1S)-1-[(4-(3-fluorophenyl)-4-{2-[(1R...